From a dataset of the Open Reaction Database (ORD), a public repository of structured organic reaction records. describe an organic reaction: reactants, conditions, products, and yield Starting materials: [N+](=O)([O-])C=1C=C(C=CC1)N1CCN(CC1)C(=O)C1=CC=CC=C1 ((4-(3-nitrophenyl)piperazin-1-yl)(phenyl)methanone). Reagents/catalysts: [Pt]=O (platinum oxide). Solvent: C(C)O (ethanol), C1CCOC1 (THF). Run at time 16 hour. Product: NC=1C=C(C=CC1)N1CCN(CC1)C(=O)C1=CC=CC=C1 ((4-(3-aminophenyl)piperazin-1-yl)(phenyl)methanone). Isolated yield 75.8%. Reaction SMILES: [N+:1]([C:4]1[CH:5]=[C:6]([N:10]2[CH2:15][CH2:14][N:13]([C:16]([C:18]3[CH:23]=[CH:22][CH:21]=[CH:20][CH:19]=3)=[O:17])[CH2:12][CH2:11]2)[CH:7]=[CH:8][CH:9]=1)([O-])=O>C(O)C.C1COCC1.[Pt]=O>[NH2:1][C:4]1[CH:5]=[C:6]([N:10]2[CH2:11][CH2:12][N:13]([C:16]([C:18]3[CH:19]=[CH:20][CH:21]=[CH:22][CH:23]=3)=[O:17])[CH2:14][CH2:15]2)[CH:7]=[CH:8][CH:9]=1. Procedure details: A solution of 3-iodo-nitrobenzene (3.0 g, 12.0 mmol), piperazine (1.6 g, 18.1 mmol), copper (I) iodide (0.23 ml, 1.2 mmol) and potassium carbonate (3.3 g, 24.1 mmol) in 40 ml DMSO was stirred at 45° C. for 16 hours. The run was quenched with 10 ml water and extracted with ethyl acetate (3×30 ml). The extraction was washed with water (2×30 ml) and dried over anhydrous sodium sulfate. 1-(3-Nitrophenyl)piperazine hydrochloride (2.0 g, 80%) was obtained when bubbling the HCl gas in ether solution. A...